Task: describe an organic reaction: reactants, conditions, products, and yield. Dataset: the Open Reaction Database (ORD), a public repository of structured organic reaction records Starting materials: N1CC(CC1)C=1SC2=C(N1)C=1C=CC=CC1C2 (2-(3-pyrrolidinyl)-8H-indeno[1,2-d]thiazole), C(C)(=O)O (acetic acid), C(C)(=O)O[BH-](OC(C)=O)OC(C)=O.[Na+] (sodium triacetoxyborohydride), C([O-])(O)=O.[Na+] (sodium bicarbonate). Run in C(Cl)Cl (methylene chloride), CC(=O)C (acetone), O (Water). Run at time 2 hour. The product is C(C)(C)N1CC(CC1)C=1SC2=C(N1)C=1C=CC=CC1C2 (2-(1-isopropyl-3-pyrrolidinyl)-8H-indeno[1,2-d]thiazole). As a reaction SMILES: [NH:1]1[CH2:5][CH2:4][CH:3]([C:6]2[S:7][C:8]3[CH2:17][C:16]4[CH:15]=[CH:14][CH:13]=[CH:12][C:11]=4[C:9]=3[N:10]=2)[CH2:2]1.[C:18](O)(=O)[CH3:19].[C:22](O[BH-](OC(=O)C)OC(=O)C)(=O)C.[Na+].C(=O)(O)[O-].[Na+]>C(Cl)Cl.O.CC(C)=O>[CH:18]([N:1]1[CH2:5][CH2:4][CH:3]([C:6]2[S:7][C:8]3[CH2:17][C:16]4[CH:15]=[CH:14][CH:13]=[CH:12][C:11]=4[C:9]=3[N:10]=2)[CH2:2]1)([CH3:19])[CH3:22] |f:2.3,4.5|. Procedure details: To a solution of 75 mg of 2-(3-pyrrolidinyl)-8H-indeno[1,2-d]thiazole in 1.4 ml of methylene chloride, were added 0.18 ml of acetic acid, 0.045 ml of acetone, and 147 mg of sodium triacetoxyborohydride, followed by stirring at room temperature for 2 hours. Water and a saturated aqueous solution of sodium bicarbonate were added to the reaction mixture. The resulting mixture was extracted with chloroform, followed by drying over anhydrous magnesium sulfate. The solvent was then evaporated and the ... The reactants are FC=1C=C(C=CC1O)CCC(=O)C=1SC(=CC1)C1=CC=C(C=C1)C(F)(F)F (3-(3-fluoro-4-hydroxyphenyl)-1-(5-(4-(trifluoromethyl)phenyl)thien-2-yl)propan-1-one), BrCC(=O)OC(C)(C)C (tert-butyl bromoacetate). Product: FC1=C(OCC(=O)OC(C)(C)C)C=CC(=C1)CCC(C=1SC(=CC1)C1=CC=C(C=C1)C(F)(F)F)=O (Tert-butyl 2-(2-fluoro-4-(3-oxo-3-(5-(4-(trifluoromethyl)phenyl)thien-2-yl)propyl)phenoxy)-acetate). Reaction SMILES: [F:1][C:2]1[CH:3]=[C:4]([CH2:9][CH2:10][C:11]([C:13]2[S:14][C:15]([C:18]3[CH:23]=[CH:22][C:21]([C:24]([F:27])([F:26])[F:25])=[CH:20][CH:19]=3)=[CH:16][CH:17]=2)=[O:12])[CH:5]=[CH:6][C:7]=1[OH:8].Br[CH2:29][C:30]([O:32][C:33]([CH3:36])([CH3:35])[CH3:34])=[O:31]>>[F:1][C:2]1[CH:3]=[C:4]([CH2:9][CH2:10][C:11](=[O:12])[C:13]2[S:14][C:15]([C:18]3[CH:23]=[CH:22][C:21]([C:24]([F:27])([F:25])[F:26])=[CH:20][CH:19]=3)=[CH:16][CH:17]=2)[CH:5]=[CH:6][C:7]=1[O:8][CH2:29][C:30]([O:32][C:33]([CH3:36])([CH3:35])[CH3:34])=[O:31]. Reported procedure: Tert-butyl 2-(2-fluoro-4-(3-oxo-3-(5-(4-(trifluoromethyl)phenyl)thien-2-yl)propyl)phenoxy)-acetate is prepared from 3-(3-fluoro-4-hydroxyphenyl)-1-(5-(4-(trifluoromethyl)phenyl)thien-2-yl)propan-1-one and tert-butyl bromoacetate according to general procedure D. The reactants are CCO, [Cl-], CC(C)(C)OC(=O)NC1=NC2(c3cc([N+](=O)[O-])ccc3F)COC(CO)CC2CS1, [Fe], [NH4+]. Product: CC(C)(C)OC(=O)NC1=NC2(c3cc(N)ccc3F)COC(CO)CC2CS1. RXN SMILES: [CH3:33][CH2:34][OH:35].[Cl-:1].[F:3][c:4]1[c:5]([C:13]23[CH2:14][O:15][CH:16]([CH2:31][OH:32])[CH2:17][CH:18]2[CH2:19][S:20][C:21]([NH:23][C:24]([O:25][C:26]([CH3:27])([CH3:28])[CH3:29])=[O:30])=[N:22]3)[cH:6][c:7]([N+:10]([O-:11])=[O:12])[cH:8][cH:9]1.[Fe:36].[NH4+:2]>>[F:3][c:4]1[c:5]([C:13]23[CH2:14][O:15][CH:16]([CH2:31][OH:32])[CH2:17][CH:18]2[CH2:19][S:20][C:21]([NH:23][C:24]([O:25][C:26]([CH3:27])([CH3:28])[CH3:29])=[O:30])=[N:22]3)[cH:6][c:7]([NH2:10])[cH:8][cH:9]1. Reactants: C(C)(C)(C)OC(N[C@H](C(=O)N(C)OC)C)=O ((S)-t-butyl(1-(methoxy(methyl)amino)-1-oxopropan-2-yl)carbamate), COC1=CC=C(C=C1)Br (4-methoxybromobenzene), BrC1=C(C=CC=C1F)F (1-bromo-2,6-difluorobenzene), C(C)(C)(C)OC(N[C@@H](C(=O)N(C)OC)C)=O ((R)-t-butyl(1-(methoxy(methyl)amino)-1-oxopropan-2-yl)carbamate). Product: C(C)(C)(C)OC(N[C@H](C(=O)C1=C(C=CC=C1F)F)C)=O ((S)-t-butyl(1-(2,6-difluorophenyl)-1-oxopropan-2-yl)carbamate). RXN SMILES: [C:1]([O:5][C:6](=[O:16])[NH:7][C@@H:8]([CH3:15])[C:9](N(OC)C)=[O:10])([CH3:4])([CH3:3])[CH3:2].Br[C:18]1[C:23]([F:24])=[CH:22][CH:21]=[CH:20][C:19]=1[F:25].C(OC(=O)N[C@H](C)C(N(OC)C)=O)(C)(C)C.COC1C=CC(Br)=CC=1>>[C:1]([O:5][C:6](=[O:16])[NH:7][C@@H:8]([CH3:15])[C:9]([C:18]1[C:23]([F:24])=[CH:22][CH:21]=[CH:20][C:19]=1[F:25])=[O:10])([CH3:2])([CH3:3])[CH3:4]. Procedure details: With the exception that (S)-t-butyl(1-(methoxy(methyl)amino)-1-oxopropan-2-yl)carbamate and 1-bromo-2,6-difluorobenzene were used instead of (R)-t-butyl(1-(methoxy(methyl)amino)-1-oxopropan-2-yl)carbamate and 4-methoxybromobenzene, respectively, the same procedure as in Preparation Example 5-5 was repeated to afford the title compound. 0.26 g (17%). The reactants are C(C(C)C)NCC(=O)OC (methyl 2-(isobutylamino)acetate), Cl.C(C)N=C=NCCCN(C)C (1-ethyl-3-(3-dimethylaminopropyl)carbodiimide hydrochloride), ON1N=NC2=C1C=CC=C2 (1-hydroxybenzotriazole), Cl (hydrochloric acid), CO.C[O-].[Na+] (sodium methoxide methanol), CO.C[O-].[Na+] (sodium methoxide methanol), C(C1=CC=CC=C1)OC=1C=C2C(C(=O)OC2=O)=CC1 (4-benzyloxyphthalic anhydride), Cl (hydrochloric acid). The solvent is O (water), CO (methanol). Run at time 1 hour. Yields the product C(C1=CC=CC=C1)OC1=CC=C2C(=C(N(C(C2=C1)=O)CC(C)C)C(=O)OC)O (methyl 7-benzyloxy-4-hydroxy-2-isobutyl-1-oxo-1,2-dihydro-3-isoquinolinecarboxylate). The yield is 12.5%. As a reaction SMILES: [CH2:1]([O:8][C:9]1[CH:10]=[C:11]2[C:16](=[O:17])[O:15][C:13](=O)[C:12]2=[CH:18][CH:19]=1)[C:2]1[CH:7]=[CH:6][CH:5]=[CH:4][CH:3]=1.CO.C[O-].[Na+].Cl.[CH2:26]([NH:30][CH2:31][C:32]([O:34][CH3:35])=[O:33])[CH:27]([CH3:29])[CH3:28].Cl.C(N=C=NCCCN(C)C)C.ON1C2C=CC=CC=2N=N1>CO.O>[CH2:1]([O:8][C:9]1[CH:10]=[C:11]2[C:12]([C:13]([OH:15])=[C:31]([C:32]([O:34][CH3:35])=[O:33])[N:30]([CH2:26][CH:27]([CH3:29])[CH3:28])[C:16]2=[O:17])=[CH:18][CH:19]=1)[C:2]1[CH:3]=[CH:4][CH:5]=[CH:6][CH:7]=1 |f:1.2.3,6.7|. Reported procedure: To a suspension of 4-benzyloxyphthalic anhydride (25.42 g, 100 mmol) in methanol (200 mL) was added 28% sodium methoxide methanol solution (21.22 g, 110 mmol) and the mixture was stirred at room temperature for 1 h. The reaction mixture was poured into 1N hydrochloric acid (150 mL) and extracted with ethyl acetate. The extract was washed with brine, dried over anhydrous magnesium sulfate and concentrated under reduced pressure. The residue was dissolved in N,N-dimethylformamide (200 mL) and meth... Reactants: C(C1=CC=CC=C1)OC[C@@H](COCCCCCCCC\C=C/CCCCCCCC)OC(CCCCCCCCCCCCCCC)=O (3-O-benzyl-1-O-oleyl-2-O-palmitoyl-sn-glycerol), B(Cl)(Cl)Cl (boron trichloride), ice water. The solvent is C(Cl)Cl (CH2Cl2). Run at time 30 minute. Yields the product C(CCCCCCC\C=C/CCCCCCCC)OC[C@@H](OC(CCCCCCCCCCCCCCC)=O)CO (1-O-Oleyl-2-O-palmitoyl-sn-glycerol). The yield is 71.0%. As a reaction SMILES: C([O:8][CH2:9][C@H:10]([O:31][C:32](=[O:48])[CH2:33][CH2:34][CH2:35][CH2:36][CH2:37][CH2:38][CH2:39][CH2:40][CH2:41][CH2:42][CH2:43][CH2:44][CH2:45][CH2:46][CH3:47])[CH2:11][O:12][CH2:13][CH2:14][CH2:15][CH2:16][CH2:17][CH2:18][CH2:19][CH2:20]/[CH:21]=[CH:22]\[CH2:23][CH2:24][CH2:25][CH2:26][CH2:27][CH2:28][CH2:29][CH3:30])C1C=CC=CC=1.B(Cl)(Cl)Cl>C(Cl)Cl>[CH2:13]([O:12][CH2:11][C@H:10]([CH2:9][OH:8])[O:31][C:32](=[O:48])[CH2:33][CH2:34][CH2:35][CH2:36][CH2:37][CH2:38][CH2:39][CH2:40][CH2:41][CH2:42][CH2:43][CH2:44][CH2:45][CH2:46][CH3:47])[CH2:14][CH2:15][CH2:16][CH2:17][CH2:18][CH2:19][CH2:20]/[CH:21]=[CH:22]\[CH2:23][CH2:24][CH2:25][CH2:26][CH2:27][CH2:28][CH2:29][CH3:30]. Reported procedure: To a solution of 3-O-benzyl-1-O-oleyl-2-O-palmitoyl-sn-glycerol (110 mg, 0.16 mmol) in 2 mL CH2Cl2 at −78° C., boron trichloride (0.35 mL, 0.35 mmol) (1 M in CH2Cl2) was added over a period of 15 min. The reaction was stirred for 30 min under argon. The contents of the flask were then poured over ice water, the aqueous layer separated and extracted with CH2Cl2 (10 mL×3), dried over anhydrous sodium sulfate and concentrated in vacuo. The crude product was purified using silica gel column chromato... Starting materials: B, C1CCOC1, CCCCC1CCN(CCCN2C(=O)COc3ccc(C)cc32)CC1, Cl. Product: CCCCC1CCN(CCCN2CCOc3ccc(C)cc32)CC1. RXN SMILES: [BH3:1].[CH2:28]1[O:29][CH2:30][CH2:31][CH2:32]1.[CH2:2]([CH2:3][CH2:4][CH3:5])[CH:6]1[CH2:7][CH2:8][N:9]([CH2:12][CH2:13][CH2:14][N:15]2[C:16](=[O:26])[CH2:17][O:18][c:19]3[c:20]2[cH:21][c:22]([CH3:25])[cH:23][cH:24]3)[CH2:10][CH2:11]1.[ClH:27]>>[CH2:2]([CH2:3][CH2:4][CH3:5])[CH:6]1[CH2:7][CH2:8][N:9]([CH2:12][CH2:13][CH2:14][N:15]2[CH2:16][CH2:17][O:18][c:19]3[c:20]2[cH:21][c:22]([CH3:25])[cH:23][cH:24]3)[CH2:10][CH2:11]1. The reactants are CC1=C(C(CCC1)(C)C)C=CC(=O)C(C(=O)O)C(=O)O (2-[3-(2,6,6-trimethyl-cyclohex-1-enyl)-acryloyl]-malonic acid), ester, CC(CCOC(CC(=O)OCCC(CCC=C(C)C)C)=O)CCC=C(C)C (malonic acid bis-(3,7-dimethyl-oct-6-enyl) ester), CC1=C(C(CCC1)(C)C)C=CC(=O)Cl (3-(2,6,6-trimethyl-cyclohex-1-enyl)acryloyl chloride), [H-].[Na+] (sodium hydride). Yields the product CC(CCOC(C(C(=O)OCCC(CCC=C(C)C)C)C(C=CC1=C(CCCC1(C)C)C)=O)=O)CCC=C(C)C (2-[3-(2,6,6-Trimethyl-cyclohex-1-enyl)-acryloyl]-malonic acid bis-(3,7-dimethyl-oct6-enyl) ester). RXN SMILES: [CH3:1][C:2]1[CH2:7][CH2:6][CH2:5][C:4]([CH3:9])([CH3:8])[C:3]=1[CH:10]=[CH:11][C:12](C(C(O)=O)C(O)=O)=[O:13].[CH3:21][CH:22]([CH2:42][CH2:43][CH:44]=[C:45]([CH3:47])[CH3:46])[CH2:23][CH2:24][O:25][C:26](=[O:41])[CH2:27][C:28]([O:30][CH2:31][CH2:32][CH:33]([CH3:40])[CH2:34][CH2:35][CH:36]=[C:37]([CH3:39])[CH3:38])=[O:29].CC1CCCC(C)(C)C=1C=CC(Cl)=O.[H-].[Na+]>>[CH3:21][CH:22]([CH2:42][CH2:43][CH:44]=[C:45]([CH3:47])[CH3:46])[CH2:23][CH2:24][O:25][C:26](=[O:41])[CH:27]([C:12](=[O:13])[CH:11]=[CH:10][C:3]1[C:4]([CH3:8])([CH3:9])[CH2:5][CH2:6][CH2:7][C:2]=1[CH3:1])[C:28]([O:30][CH2:31][CH2:32][CH:33]([CH3:40])[CH2:34][CH2:35][CH:36]=[C:37]([CH3:38])[CH3:39])=[O:29] |f:3.4|. Reported procedure: According to the procedure of Example 45, 2-[3-(2,6,6-trimethyl-cyclohex-1-enyl)-acryloyl]-malonic acid bis-3,7-dimethyl-oct-6-enyl) ester was prepared from malonic acid bis-(3,7-dimethyl-oct-6-enyl) ester, 3-(2,6,6-trimethyl-cyclohex-1-enyl)acryloyl chloride (Shimasaki et al., Chem. Pharm. Bull., 43 (1995) 1, 100-107) and sodium hydride. The reactants are C1(=CC=CC=C1)C=1NC(=C2CC(=C(CC12)C)C)C1=CC=CC=C1 (1,3-diphenyl-5,6-dimethyl-4,7-dihydro-2H-isoindole), C(=O)[O-].[NH4+] (ammonium formate). The reagents and catalysts are [Pd] (Pd/C). Run in C(C)O (ethanol). Product: C1(=CC=CC=C1)C=1NC(=C2CC(C(CC12)C)C)C1=CC=CC=C1 (1,3-diphenyl-5,6-dimethyl-4,5,6,7-tetrahydro-2H-isoindole). As a reaction SMILES: [C:1]1([C:7]2[NH:8][C:9]([C:18]3[CH:23]=[CH:22][CH:21]=[CH:20][CH:19]=3)=[C:10]3[C:15]=2[CH2:14][C:13]([CH3:16])=[C:12]([CH3:17])[CH2:11]3)[CH:6]=[CH:5][CH:4]=[CH:3][CH:2]=1.C([O-])=O.[NH4+]>C(O)C.[Pd]>[C:18]1([C:9]2[NH:8][C:7]([C:1]3[CH:2]=[CH:3][CH:4]=[CH:5][CH:6]=3)=[C:15]3[C:10]=2[CH2:11][CH:12]([CH3:17])[CH:13]([CH3:16])[CH2:14]3)[CH:23]=[CH:22][CH:21]=[CH:20][CH:19]=1 |f:1.2|. Reported procedure: 1 g of the product obtained in Example 6, 1.2 g of ammonium formate and 0.2 g of 10% Pd/C in 70 ml of ethanol are heated at reflux for 3 hours, then filtered and concentrated. The expected product is isolated by chromatography on silica gel (eluant: cyclohexane/ethyl acetate: 90/10).